From a dataset of the Open Reaction Database (ORD), a public repository of structured organic reaction records. describe an organic reaction: reactants, conditions, products, and yield Reactants: C1(=CC=CC=C1)C(C/C=C/N(CC)CC)O (N-(4-phenyl-4-hydroxy-2-trans-butenyl)-N,N-diethylamine). Reagents/catalysts: [O-2].[O-2].[Mn+4] (manganese dioxide). Solvent: C(Cl)(Cl)Cl (chloroform). Reaction conditions: time 10 minute. The product is C1(=CC=CC=C1)C(C/C=C/N(CC)CC)=O (N-(4-phenyl-4-oxo-2-trans-butenyl)-N,N-diethylamine). As a reaction SMILES: [C:1]1([CH:7]([OH:16])[CH2:8]/[CH:9]=[CH:10]/[N:11]([CH2:14][CH3:15])[CH2:12][CH3:13])[CH:6]=[CH:5][CH:4]=[CH:3][CH:2]=1>C(Cl)(Cl)Cl.[O-2].[O-2].[Mn+4]>[C:1]1([C:7](=[O:16])[CH2:8]/[CH:9]=[CH:10]/[N:11]([CH2:12][CH3:13])[CH2:14][CH3:15])[CH:6]=[CH:5][CH:4]=[CH:3][CH:2]=1 |f:2.3.4|. Procedure details: To a solution of N-(4-phenyl-4-hydroxy-2-trans-butenyl)-N,N-diethylamine (44.04 g) in chloroform (1000 ml), manganese dioxide (350 g) was added portionwise with stirring at 15° to 20° C. for 10 minutes, and stirring was continued for 3 hours under ice-cooling. After filtration of inorganic materials, the filtrate was evaporated to afford N-(4-phenyl-4-oxo-2-trans-butenyl)-N,N-diethylamine, which formed its hydrobromide with a solution of hydrogen bromide (16.3 g) in anhydrous ether (200 ml), m.p... The product is CCCCOCCOc1ccc(-c2cnc3c(c2)C=C(C(=O)OC)CCCN3CC(C)C)cc1. RXN SMILES: [Br:1][c:2]1[cH:3][c:4]2[c:5]([n:20][cH:21]1)[N:6]([CH2:16][CH:17]([CH3:18])[CH3:19])[CH2:7][CH2:8][CH2:9][C:10]([C:12](=[O:13])[O:14][CH3:15])=[CH:11]2.[C:40](=[O:41])([O-:42])[O-:43].[CH2:22]([CH2:23][CH2:24][CH3:25])[O:26][CH2:27][CH2:28][O:29][c:30]1[cH:31][cH:32][c:33]([O:36][B:37]([OH:38])[OH:39])[cH:34][cH:35]1.[CH3:46][c:47]1[cH:48][cH:49][cH:50][cH:51][cH:52]1.[CH3:53][CH2:54][OH:55].[K+:44].[K+:45].[OH2:56].[cH:57]1[cH:58][cH:59][c:60]([P:61]([Pd:62]([P:63]([c:64]2[cH:65][cH:66][cH:67][cH:68][cH:69]2)([c:70]2[cH:71][cH:72][cH:73][cH:74][cH:75]2)[c:76]2[cH:77][cH:78][cH:79][cH:80][cH:81]2)([P:82]([c:83]2[cH:84][cH:85][cH:86][cH:87][cH:88]2)([c:89]2[cH:90][cH:91][cH:92][cH:93][cH:94]2)[c:95]2[cH:96][cH:97][cH:98][cH:99][cH:100]2)[P:101]([c:102]2[cH:103][cH:104][cH:105][cH:106][cH:107]2)([c:108]2[cH:109][cH:110][cH:111][cH:112][cH:113]2)[c:114]2[cH:115][cH:116][cH:117][cH:118][cH:119]2)([c:120]2[cH:121][cH:122][cH:123][cH:124][cH:125]2)[c:126]2[cH:127][cH:128][cH:129][cH:130][cH:131]2)[cH:132][cH:133]1>>[c:2]1(-[c:33]2[cH:32][cH:31][c:30]([O:29][CH2:28][CH2:27][O:26][CH2:22][CH2:23][CH2:24][CH3:25])[cH:35][cH:34]2)[cH:3][c:4]2[c:5]([n:20][cH:21]1)[N:6]([CH2:16][CH:17]([CH3:18])[CH3:19])[CH2:7][CH2:8][CH2:9][C:10]([C:12](=[O:13])[O:14][CH3:15])=[CH:11]2. Reactants: COC(=O)C1=Cc2cc(Br)cnc2N(CC(C)C)CCC1, O=C([O-])[O-], CCCCOCCOc1ccc(OB(O)O)cc1, Cc1ccccc1, CCO, [K+], [K+], O, c1ccc(P(c2ccccc2)(c2ccccc2)[Pd](P(c2ccccc2)(c2ccccc2)c2ccccc2)(P(c2ccccc2)(c2ccccc2)c2ccccc2)P(c2ccccc2)(c2ccccc2)c2ccccc2)cc1.